From a dataset of the Open Reaction Database (ORD), a public repository of structured organic reaction records. describe an organic reaction: reactants, conditions, products, and yield The reactants are Cl (HCl), C(C)(C)(C)N(C(C(=O)OCC)=O)CCOCC#CC1=CN=CS1 (ethyl 2-(tert-butyl(2-(3-(thiazol-5-yl)prop-2-ynyloxy)ethyl)amino)-2-oxoacetate), [OH-].[K+] (KOH). The solvent is O (water), O1CCOCC1 (dioxane), O (water). Conditions: temperature 55 celsius, time 1 hour. The product is C(C)(C)(C)N(C(C(=O)O)=O)CCOCC#CC1=CN=CS1 (2-(tert-butyl-(2-(3-(thiazol-5-yl)prop-2-ynyloxy)ethyl)amino)-2-oxoacetic acid). Yield: 104.2%. As a reaction SMILES: [C:1]([N:5]([CH2:13][CH2:14][O:15][CH2:16][C:17]#[C:18][C:19]1[S:23][CH:22]=[N:21][CH:20]=1)[C:6](=[O:12])[C:7]([O:9]CC)=[O:8])([CH3:4])([CH3:3])[CH3:2].[OH-].[K+].Cl>O1CCOCC1.O>[C:1]([N:5]([CH2:13][CH2:14][O:15][CH2:16][C:17]#[C:18][C:19]1[S:23][CH:22]=[N:21][CH:20]=1)[C:6](=[O:12])[C:7]([OH:9])=[O:8])([CH3:4])([CH3:2])[CH3:3] |f:1.2|. Reported procedure: A solution of 450 mg of 11e in 4 ml of dioxane was mixed with a solution of 250 mg of KOH in 2 ml of water and stirred at 55° C. for 1 h. The reaction mixture was then cooled and diluted with 20 ml of water and made acidic to pH3 by addition of 0.5N HCl. The product was extracted with ethyl acetate. The organic extract was washed once with water, dried and concentrated, to give 430 mg of 11f as a colorless oil, which solidified on standing; Mp: 104-105° C.; Rf 0.20 (CH2Cl2/methanol 8/2). MS-ESI: Starting materials: CCl, [Na+], [Na], [OH-], O=Cc1ccc(O)cc1. Product: COc1ccc(C=O)cc1. Reaction SMILES: [CH3:11][Cl:12].[Na+:14].[Na:10].[OH-:13].[OH:1][c:2]1[cH:3][cH:4][c:5]([CH:6]=[O:7])[cH:8][cH:9]1>>[O:1]([c:2]1[cH:3][cH:4][c:5]([CH:6]=[O:7])[cH:8][cH:9]1)[CH3:11]. The reactants are O=C([O-])[O-], CC#N, CN(C)S(=O)(=O)c1ccc(F)c(Cl)c1, [K+], [K+], COCC(C)Oc1cc(O)cc(C(=O)Nc2ccn(C)n2)c1. The product is COCC(C)Oc1cc(Oc2ccc(S(=O)(=O)N(C)C)cc2Cl)cc(C(=O)Nc2ccn(C)n2)c1. As a reaction SMILES: [C:23](=[O:24])([O-:25])[O-:26].[CH3:43][C:44]#[N:45].[Cl:29][c:30]1[cH:31][c:32]([S:37](=[O:38])(=[O:39])[N:40]([CH3:41])[CH3:42])[cH:33][cH:34][c:35]1[F:36].[K+:27].[K+:28].[OH:1][c:2]1[cH:3][c:4]([C:5](=[O:6])[NH:7][c:8]2[n:9][n:10]([CH3:13])[cH:11][cH:12]2)[cH:14][c:15]([O:17][CH:18]([CH2:19][O:20][CH3:21])[CH3:22])[cH:16]1>>[O:1]([c:2]1[cH:3][c:4]([C:5](=[O:6])[NH:7][c:8]2[n:9][n:10]([CH3:13])[cH:11][cH:12]2)[cH:14][c:15]([O:17][CH:18]([CH2:19][O:20][CH3:21])[CH3:22])[cH:16]1)[c:35]1[c:30]([Cl:29])[cH:31][c:32]([S:37](=[O:38])(=[O:39])[N:40]([CH3:41])[CH3:42])[cH:33][cH:34]1.